From a dataset of the Open Reaction Database (ORD), a public repository of structured organic reaction records. describe an organic reaction: reactants, conditions, products, and yield Reactants: CC(C(=O)NC1=NC(=CC=C1)C=O)(C)C (2-(trimethylacetylamino)-6-formylpyridine), NC1CCN(CC1)C(=O)OC(C)(C)C (4-amino-N-Boc-piperidine), C(C)(=O)O (acetic acid), [H][H] (hydrogen), [OH-].[Na+] (NaOH), C(C)(=O)O[BH-](OC(C)=O)OC(C)=O.[Na+] (sodium triacetoxyborohydride), O1CCCC1 (tetrahydrofuran). Solvent: O (water). Conditions: time 1 hour. Yields the product C(=O)O.CC(C(=O)NC1=NC(=CC=C1)CN1CCC(CC1)NC(=O)OC(C)(C)C)(C)C (2-(trimethylacetylamino)-6-[(4-t-butoxycarbonylamino-1-piperidinyl)methyl]pyridine formic acid salt). Reaction SMILES: [CH3:1][C:2]([CH3:15])([CH3:14])[C:3]([NH:5][C:6]1[CH:11]=[CH:10][CH:9]=[C:8]([CH:12]=O)[N:7]=1)=[O:4].[NH2:16][CH:17]1[CH2:22][CH2:21][N:20]([C:23]([O:25]C(C)(C)C)=[O:24])[CH2:19][CH2:18]1.[C:30]([OH:33])(=[O:32])C.[C:34](O[BH-](OC(=O)C)OC(=O)C)(=O)C.[Na+].[H][H].[OH-].[Na+].O1[CH2:56][CH2:55][CH2:54]C1>O>[CH:23]([OH:25])=[O:24].[CH3:1][C:2]([CH3:15])([CH3:14])[C:3]([NH:5][C:6]1[CH:11]=[CH:10][CH:9]=[C:8]([CH2:12][N:20]2[CH2:19][CH2:18][CH:17]([NH:16][C:30]([O:33][C:55]([CH3:54])([CH3:56])[CH3:34])=[O:32])[CH2:22][CH2:21]2)[N:7]=1)=[O:4] |f:3.4,6.7,10.11|. Procedure: To a stirred solution of 2-(trimethylacetylamino)-6-formylpyridine (3.00 g, 14.6 mmol) in 1:1 ethyl acetatetetrahydrofuran (24 mL) was added 4-amino-N-Boc-piperidine (reference example 2, 3.38 g, 18.2 mmol) and acetic acid (1.16 mL, 20.3 mmol) at 15° C. Then, sodium triacetoxyborohydride (4.50 g, 20.1 mmol) was added in 4 portions to the above homogenous solution over a period of 1.5 h at room temperature. Then, additional of tetrahydrofuran (6 mL) was added. After stirred for 1 h at room temper...